Dataset: the Open Reaction Database (ORD), a public repository of structured organic reaction records. Task: describe an organic reaction: reactants, conditions, products, and yield Starting materials: C1(CC1)C=1C=CC(=NC1OCC1OCCC1)C(=O)O (5-cyclopropyl-6-(tetrahydro-furan-2-ylmethoxy)-pyridine-2-carboxylic acid), N[C@H](C(=O)NC)C(C)(C)C ((2S)-2-amino-N,3,3-trimethyl-butanamide). The product is C1(CC1)C=1C=CC(=NC1OCC1OCCC1)C(=O)N[C@H](C(=O)NC)C(C)(C)C (5-Cyclopropyl-N-((S)-3,3-dimethyl-1-(methylamino)-1-oxobutan-2-yl)-6-((tetrahydrofuran-2-yl)methoxy)picolinamide). RXN SMILES: [CH:1]1([C:4]2[CH:5]=[CH:6][C:7]([C:17]([OH:19])=O)=[N:8][C:9]=2[O:10][CH2:11][CH:12]2[CH2:16][CH2:15][CH2:14][O:13]2)[CH2:3][CH2:2]1.[NH2:20][C@@H:21]([C:26]([CH3:29])([CH3:28])[CH3:27])[C:22]([NH:24][CH3:25])=[O:23]>>[CH:1]1([C:4]2[CH:5]=[CH:6][C:7]([C:17]([NH:20][C@@H:21]([C:26]([CH3:29])([CH3:28])[CH3:27])[C:22]([NH:24][CH3:25])=[O:23])=[O:19])=[N:8][C:9]=2[O:10][CH2:11][CH:12]2[CH2:16][CH2:15][CH2:14][O:13]2)[CH2:2][CH2:3]1. Reported procedure: The title compound was synthesized in analogy to Example 1, using 5-cyclopropyl-6-(tetrahydro-furan-2-ylmethoxy)-pyridine-2-carboxylic acid (Example 166 b) and (2S)-2-amino-N,3,3-trimethyl-butanamide, (CAN 89226-12-0) as starting materials, MS (EI): m/e=390.4 [M+H]+. Procedure: To a microwave vial charged with (2-methoxy-4-(trifluoromethyl)phenyl)boronic acid (3.16 mg, 0.014 mmol), 4-chloro-N-(4-methoxybenzyl)-5-methyl-N-(thiazol-2-yl)quinoline-7-sulfonamide (6 mg, 0.013 mmol), potassium phosphate tribasic (3.24 μl, 0.039 mmol) and 1,1-bis[(di-t-butyl-p-methylaminophenyl]palladium(ii) chloride (0.924 mg, 1.304 μmol) was added dioxane (52.3 μl) and water (17.44 μl). The mixture was irradiated at 100° C. for 30 min affording conversion to desired product according to LC-... Reaction SMILES: [CH3:1][O:2][C:3]1[CH:8]=[C:7]([C:9]([F:12])([F:11])[F:10])[CH:6]=[CH:5][C:4]=1B(O)O.Cl[C:17]1[C:26]2[C:21](=[CH:22][C:23]([S:28]([N:31](CC3C=CC(OC)=CC=3)[C:32]3[S:33][CH:34]=[CH:35][N:36]=3)(=[O:30])=[O:29])=[CH:24][C:25]=2[CH3:27])[N:20]=[CH:19][CH:18]=1.[O-]P([O-])([O-])=O.[K+].[K+].[K+].O1CCOCC1>C(C1C(C(C)(C)C)=C([Pd]Cl)C=CC=1NC)(C)(C)C.O>[CH3:1][O:2][C:3]1[CH:8]=[C:7]([C:9]([F:12])([F:11])[F:10])[CH:6]=[CH:5][C:4]=1[C:17]1[C:26]2[C:21](=[CH:22][C:23]([S:28]([NH:31][C:32]3[S:33][CH:34]=[CH:35][N:36]=3)(=[O:29])=[O:30])=[CH:24][C:25]=2[CH3:27])[N:20]=[CH:19][CH:18]=1 |f:2.3.4.5|. Reagents/catalysts: C(C)(C)(C)C=1C(=C(C=CC1NC)[Pd]Cl)C(C)(C)C ((di-t-butyl-p-methylaminophenyl]palladium(ii) chloride). The reactants are COC1=C(C=CC(=C1)C(F)(F)F)B(O)O ((2-methoxy-4-(trifluoromethyl)phenyl)boronic acid), ClC1=CC=NC2=CC(=CC(=C12)C)S(=O)(=O)N(C=1SC=CN1)CC1=CC=C(C=C1)OC (4-chloro-N-(4-methoxybenzyl)-5-methyl-N-(thiazol-2-yl)quinoline-7-sulfonamide), [O-]P(=O)([O-])[O-].[K+].[K+].[K+] (potassium phosphate tribasic), O1CCOCC1 (dioxane). The product is COC1=C(C=CC(=C1)C(F)(F)F)C1=CC=NC2=CC(=CC(=C12)C)S(=O)(=O)NC=1SC=CN1 (4-(2-METHOXY-4-(TRIFLUOROMETHYL)PHENYL)-5-METHYL-N-(THIAZOL-2-YL)QUINOLINE-7-SULFONAMIDE). Run in O (water). Reactants: C(C1=CC=CC=C1)C=1SC=C(N1)C1=CC(=NC=C1)Cl (2-benzyl-4-(2-chloro-4-pyridyl)thiazole). Run in N1CCCCC1 (piperidine). The product is Cl.Cl.C(C1=CC=CC=C1)C=1SC=C(N1)C1=CC(=NC=C1)N1CCCCC1 (2-benzyl-4-[2-(1-piperidyl)-4-pyridyl]thiazole dihydrochloride). Isolated yield 73.5%. Reaction SMILES: [CH2:1]([C:8]1[S:9][CH:10]=[C:11]([C:13]2[CH:18]=[CH:17][N:16]=[C:15]([Cl:19])[CH:14]=2)[N:12]=1)[C:2]1[CH:7]=[CH:6][CH:5]=[CH:4][CH:3]=1>N1CCCCC1>[ClH:19].[ClH:19].[CH2:1]([C:8]1[S:9][CH:10]=[C:11]([C:13]2[CH:18]=[CH:17][N:16]=[C:15]([N:16]3[CH2:17][CH2:18][CH2:13][CH2:14][CH2:15]3)[CH:14]=2)[N:12]=1)[C:2]1[CH:7]=[CH:6][CH:5]=[CH:4][CH:3]=1 |f:2.3.4|. Reported procedure: A solution of 2-benzyl-4-(2-chloro-4-pyridyl)thiazole (1.00 g, 0.0035 mol) in piperidine (15 mL) was heated to reflux for 16 hours. The reaction mixture was concentrated, taken up in ether (50 mL), filtered through celite, and the filtrate washed with water (2×). The ether layer was dried and concentrated. The residue was taken up in ethanol (20 mL) and treated with an excess of dry hydrochloric acid. Careful dilution with ether afforded 2-benzyl-4-[2-(1-piperidyl)-4-pyridyl]thiazole dihydrochlo...